This data is from the Open Reaction Database (ORD), a public repository of structured organic reaction records. The task is: describe an organic reaction: reactants, conditions, products, and yield Starting materials: Cc1ccc([N+](=O)[O-])cc1N=C=S, CC(C)CC(N)CO. Yields the product Cc1ccc([N+](=O)[O-])cc1N=C1NC(CC(C)C)CS1. RXN SMILES: [CH3:9][c:10]1[c:11]([N:19]=[C:20]=[S:21])[cH:12][c:13]([N+:16](=[O:17])[O-:18])[cH:14][cH:15]1.[OH:1][CH2:2][CH:3]([CH2:4][CH:5]([CH3:6])[CH3:7])[NH2:8]>>[CH2:2]1[CH:3]([CH2:4][CH:5]([CH3:6])[CH3:7])[NH:8][C:20](=[N:19][c:11]2[c:10]([CH3:9])[cH:15][cH:14][c:13]([N+:16](=[O:17])[O-:18])[cH:12]2)[S:21]1. Reactants: C(C1=CC=CC=C1)OC1=CC=C(C=C1)C=1N=NNN1 (5-(4-Benzyloxyphenyl)-2H-tetrazole), [H-].[Na+] (sodium hydride), C(C)(C)I (isopropyl iodide). Run in C(C)(=O)OCC (ethyl acetate), CN(C=O)C (dimethylformamide). Run at time 0.5 hour. The product is C(C1=CC=CC=C1)OC1=CC=C(C=C1)C=1N=NN(N1)C(C)C (5-(4-Benzyloxyphenyl)-2-isopropyl-2H-tetrazole). Yield: 97.9%. Reaction SMILES: [CH2:1]([O:8][C:9]1[CH:14]=[CH:13][C:12]([C:15]2[N:16]=[N:17][NH:18][N:19]=2)=[CH:11][CH:10]=1)[C:2]1[CH:7]=[CH:6][CH:5]=[CH:4][CH:3]=1.[H-].[Na+].[CH:22](I)([CH3:24])[CH3:23]>CN(C)C=O.C(OCC)(=O)C>[CH2:1]([O:8][C:9]1[CH:14]=[CH:13][C:12]([C:15]2[N:19]=[N:18][N:17]([CH:22]([CH3:24])[CH3:23])[N:16]=2)=[CH:11][CH:10]=1)[C:2]1[CH:3]=[CH:4][CH:5]=[CH:6][CH:7]=1 |f:1.2|. Procedure details: 5-(4-Benzyloxyphenyl)-2H-tetrazole (500 mg) was added to a suspension of sodium hydride (96 mg) in dimethylformamide (5 mL) under ice-cooling. The mixture was stirred at room temperature for 0.5 hour. After addition of isopropyl iodide (405 mg) thereto, the mixture was stirred at 60° C. for 2 hours under heating. The reaction mixture was allowed to stand for cooling down to room temperature, diluted with ethyl acetate, washed with water and saturated brine, dried anhydrous sodium sulfate, and co... Starting materials: CN1C=C2C[C@H]3N(C[C@@](C[C@@]3(C=3C=CC=C1C32)OC)(C)C3=NC(=NO3)C=3C=NC=C(C3)Br)C (1,6-dimethyl-8β-methyl-[3-(5-bromo-pyridin-3-yl)-1,2,4-oxadiazol-5-yl]-10α-methoxy-ergoline), BrN1C(CCC1=O)=O (N-bromo-succinimide). Solvent: O1CCOCC1 (dioxane). Conditions: temperature 40 celsius, time 2 hour. Product: CN1C(=C2C[C@H]3N(C[C@@](C[C@@]3(C=3C=CC=C1C32)OC)(C)C3=NC(=NO3)C=3C=NC=C(C3)Br)C)Br (1,6-Dimethyl-2-bromo-8β-methyl-[3-(5-bromo-pyridin-3-yl)-1,2,4-oxadiazol-5-yl]-10α-methoxy-ergoline). RXN SMILES: [CH3:1][N:2]1[C:16]2[C:17]3[C:4]([CH2:5][C@@H:6]4[C@@:11]([O:18][CH3:19])([C:12]=3[CH:13]=[CH:14][CH:15]=2)[CH2:10][C@@:9]([C:21]2[O:25][N:24]=[C:23]([C:26]3[CH:27]=[N:28][CH:29]=[C:30]([Br:32])[CH:31]=3)[N:22]=2)([CH3:20])[CH2:8][N:7]4[CH3:33])=[CH:3]1.[Br:34]N1C(=O)CCC1=O>O1CCOCC1>[CH3:1][N:2]1[C:16]2[C:17]3[C:4]([CH2:5][C@@H:6]4[C@@:11]([O:18][CH3:19])([C:12]=3[CH:13]=[CH:14][CH:15]=2)[CH2:10][C@@:9]([C:21]2[O:25][N:24]=[C:23]([C:26]3[CH:27]=[N:28][CH:29]=[C:30]([Br:32])[CH:31]=3)[N:22]=2)([CH3:20])[CH2:8][N:7]4[CH3:33])=[C:3]1[Br:34]. Reported procedure: To a solution of 2 g of 1,6-dimethyl-8β-methyl-[3-(5-bromo-pyridin-3-yl)-1,2,4-oxadiazol-5-yl]-10α-methoxy-ergoline in 75 ml of dioxane were added portionwise 0.9 g of N-bromo-succinimide. After stirring at 40° C. for 2 hours, the solvent was removed and the residue was chromatographed on silica gel eluting with ethylacetate. Reactants: [NH4+].[Cl-] (NH4Cl), CC(C(C#C)O)CCC (4-methyl-hept-1-yn-3-ol), N1C=NC=C1 (imidazole), [Si](C)(C)(C(C)(C)C)Cl (tert-butyldimethylsilyl chloride). Solvent: CCOC(=O)C (EtOAc), CN(C)C=O (DMF). Run at time 18 hour. Product: C(C)(C)(C)[Si](OC(C#C)C(CCC)C)(C)C (tert-Butyl-dimethyl-[1-(1-methyl-butyl)-prop-2-ynyloxy]-silane). Yield: 96.7%. RXN SMILES: [CH3:1][CH:2]([CH2:7][CH2:8][CH3:9])[CH:3]([OH:6])[C:4]#[CH:5].N1C=CN=C1.[Si:15](Cl)([C:18]([CH3:21])([CH3:20])[CH3:19])([CH3:17])[CH3:16].[NH4+].[Cl-]>CN(C=O)C.CCOC(C)=O>[C:18]([Si:15]([CH3:17])([CH3:16])[O:6][CH:3]([CH:2]([CH3:1])[CH2:7][CH2:8][CH3:9])[C:4]#[CH:5])([CH3:21])([CH3:20])[CH3:19] |f:3.4|. Reported procedure: To a solution of 4-methyl-hept-1-yn-3-ol (2.53 g, 0.02 mol) in dry DMF (25 mL) were added imidazole (1.63 g, 0.024 mol) and tert-butyldimethylsilyl chloride (3.62 g, 0.024 mol). The resulting solution was stirred at RT for 18 h and then treated with saturated NH4Cl (15 mL) and EtOAc (120 mL). The organic layer was washed with saturated NH4Cl (20 mL), water (4×20 mL), brine (2×20 mL), dried over sodium sulfate, and concentrated in vacuo to afford a crude product (4.65 g, 97%), as a yellow oil, wh... The reactants are FC(C(=O)O)(F)F.ClC1=CC=C2C(=C1)NC(C21C(NC(C1C1=C(C(=CC=C1)Cl)F)C(=O)O)CC(C)(C)C)=O (rac-(2′S,3′R,4′S,5′R)-6-chloro-4′-(3-chloro-2-fluoro-phenyl)-2′-(2,2-dimethyl-propyl)-2-oxo-1,2-dihydro-spiro[indole-3,3′-pyrrolidine]-5′-carboxylic acid trifluoroacetic acid), NC1=CC=C(C=C1)CCC(=O)OC (methyl 3-(4-aminophenyl)propanoate), C(C)(C)N(CC)C(C)C (diisopropylethylamine), C1(=CC=CC=C1)P(=O)(C1=CC=CC=C1)Cl (diphenylphosphinic chloride). The yield is 99.6%. Reaction SMILES: FC(F)(F)C(O)=O.[Cl:8][C:9]1[CH:14]=[C:13]2[NH:15][C:16](=[O:38])[C:17]3([CH:21]([C:22]4[CH:27]=[CH:26][CH:25]=[C:24]([Cl:28])[C:23]=4[F:29])[CH:20]([C:30]([OH:32])=O)[NH:19][CH:18]3[CH2:33][C:34]([CH3:37])([CH3:36])[CH3:35])[C:12]2=[CH:11][CH:10]=1.C(N(C(C)C)CC)(C)C.C1(P(Cl)(C2C=CC=CC=2)=O)C=CC=CC=1.[NH2:63][C:64]1[CH:69]=[CH:68][C:67]([CH2:70][CH2:71][C:72]([O:74][CH3:75])=[O:73])=[CH:66][CH:65]=1>>[CH3:75][O:74][C:72](=[O:73])[CH2:71][CH2:70][C:67]1[CH:68]=[CH:69][C:64]([NH:63][C:30]([C@@H:20]2[NH:19][C@@H:18]([CH2:33][C:34]([CH3:37])([CH3:36])[CH3:35])[C@:17]3([C:12]4[C:13](=[CH:14][C:9]([Cl:8])=[CH:10][CH:11]=4)[NH:15][C:16]3=[O:38])[C@H:21]2[C:22]2[CH:27]=[CH:26][CH:25]=[C:24]([Cl:28])[C:23]=2[F:29])=[O:32])=[CH:65][CH:66]=1 |f:0.1|. Product: COC(CCC1=CC=C(C=C1)NC(=O)[C@H]1[C@@H]([C@@]2([C@@H](N1)CC(C)(C)C)C(NC1=CC(=CC=C12)Cl)=O)C1=C(C(=CC=C1)Cl)F)=O (rac-3-(4-{[(2′S,3′R,4′S,5′R)-6-chloro-4′-(3-chloro-2-fluoro-phenyl)-2′-(2,2-dimethyl-propyl)-2-oxo-1,2-dihydro-spiro[indole-3,3′-pyrrolidine]-5′-carbonyl]amino}-phenyl)-propionic acid methyl ester). Reported procedure: In a manner similar to the method described in Example 5, rac-(2′S,3′R,4′S,5′R)-6-chloro-4′-(3-chloro-2-fluoro-phenyl)-2′-(2,2-dimethyl-propyl)-2-oxo-1,2-dihydro-spiro[indole-3,3′-pyrrolidine]-5′-carboxylic acid trifluoroacetic acid prepared in Example 4 (100 mg, 0.173 mmol), was reacted with diisopropylethylamine (112 mg, 0.863 mmol), diphenylphosphinic chloride (106 mg, 0.446 mmol), then reacted with methyl 3-(4-aminophenyl)propanoate (31 mg, 0.173 mmol) to give rac-3-(4-{[(2′S,3′R,4′S,5′R)-6-...